This data is from the Open Reaction Database (ORD), a public repository of structured organic reaction records. The task is: describe an organic reaction: reactants, conditions, products, and yield The product is NC1=NC(=C(C=C1F)F)F (2-amino-3,5,6-trifluoropyridine). Reagents/catalysts: [Ni] (Raney nickel). Starting materials: FC1=NC(=C(C=C1F)F)NN (2,3,5-trifluoro-6-hydrazinopyridine). The yield is 92.6%. Procedure: Charged in a hydrogenation reactor were 100 ml of methanol, 16.3 g of the compound obtained in Step 2 of Example 1 and 8.0 g of Raney nickel catalyst, and H2 gas was introduced therein, followed by allowing the reduction to proceed at room temperature for 12 hours. The reaction mixture was filtered through Cellite® to remove the catalyst. The filtrate was concentrated under a reduced pressure to obtain 13.7 g of the title compound as a solid (purity: 99.1%). RXN SMILES: [F:1][C:2]1[C:7]([F:8])=[CH:6][C:5]([F:9])=[C:4]([NH:10]N)[N:3]=1>[Ni].CO>[NH2:10][C:4]1[C:5]([F:9])=[CH:6][C:7]([F:8])=[C:2]([F:1])[N:3]=1. The solvent is CO (methanol). Conditions: time 12 hour.